From a dataset of the Open Reaction Database (ORD), a public repository of structured organic reaction records. describe an organic reaction: reactants, conditions, products, and yield Reactants: [OH-].[K+] (potassium hydroxide), C(CO)O (ethylene glycol), CN(C#N)CCC(C1=CC=CC=C1)OC1=CC=C(C=C1)C(F)(F)F (N-methyl-N-cyano 3-(p-trifluoromethylphenoxy)-3-phenylpropylamine). The solvent is O (water), O (water). Conditions: temperature 130 celsius. The product is CNCCC(C1=CC=CC=C1)OC1=CC=C(C=C1)C(F)(F)F (N-methyl 3-(p-trifluoromethylphenoxy)-3-phenylpropylamine). RXN SMILES: [OH-].[K+].C(O)CO.[CH3:7][N:8]([CH2:11][CH2:12][CH:13]([O:20][C:21]1[CH:26]=[CH:25][C:24]([C:27]([F:30])([F:29])[F:28])=[CH:23][CH:22]=1)[C:14]1[CH:19]=[CH:18][CH:17]=[CH:16][CH:15]=1)C#N>O>[CH3:7][NH:8][CH2:11][CH2:12][CH:13]([O:20][C:21]1[CH:22]=[CH:23][C:24]([C:27]([F:28])([F:30])[F:29])=[CH:25][CH:26]=1)[C:14]1[CH:15]=[CH:16][CH:17]=[CH:18][CH:19]=1 |f:0.1|. Procedure: A solution of 100 g. potassium hydroxide, 85 ml. water, 400 ml. ethylene glycol and 9.50 g. of N-methyl-N-cyano 3-(p-trifluoromethylphenoxy)-3-phenylpropylamine was prepared in a one liter three-neck, round-bottom flask equipped with magnetic stirrer and condenser. The reaction mixture was heated to refluxing temperature (130° C.) for 20 hours, and was then cooled. 500 ml. of water were added. The reaction mixture was extracted with three 500 ml. portions of ether. The ether extracts were combin... The reactants are BrCCCN1C(NC(C2=CC=CC=C12)=O)=O (1-(3-bromopropyl)-2,4(1H, 3H)-quinazolinedione), CI (methyl iodide), C([O-])([O-])=O.[K+].[K+] (potassium carbonate), CN(C=O)C (N,N-dimethylformamide). Solvent: O (water). Reaction conditions: time 8 hour. The product is BrCCCN1C(N(C(C2=CC=CC=C12)=O)C)=O (1-(3-bromopropyl)-3-methyl-2,4(1H)-quinazolinedione). Yield: 62.3%. Reaction SMILES: [Br:1][CH2:2][CH2:3][CH2:4][N:5]1[C:14]2[C:9](=[CH:10][CH:11]=[CH:12][CH:13]=2)[C:8](=[O:15])[NH:7][C:6]1=[O:16].CI.[C:19](=O)([O-])[O-].[K+].[K+].CN(C)C=O>O>[Br:1][CH2:2][CH2:3][CH2:4][N:5]1[C:14]2[C:9](=[CH:10][CH:11]=[CH:12][CH:13]=2)[C:8](=[O:15])[N:7]([CH3:19])[C:6]1=[O:16] |f:2.3.4|. Procedure details: A mixture of 1-(3-bromopropyl)-2,4(1H, 3H)-quinazolinedione (2.83 g), methyl iodide (3 ml), anhydrous potassium carbonate (4.2 g) and N,N-dimethylformamide (25 ml) was stirred for 8 hours at ambient temperature. After the reaction mixture was diluted with cold water, the resultant mixture was extracted twice with chloroform. The chloroform layer was washed with water twice, and with saturated sodium chloride aqueous solution, dried over anhydrous magnesium sulfate and evaporated in vacuo. The re... Reactants: C1(=CC=CC=C1)C(N1C=NC(=C1)CCC[O-])(C1=CC=CC=C1)C1=CC=CC=C1.[Na+] (sodium 3-(1-triphenylmethyl-1H-imidazol-4-yl)propanolate), [Cl-].O(C1=CC=CC=C1)CC (2-phenoxyethane chloride). Yields the product O(C1=CC=CC=C1)CCOCCCC=1N=CNC1 (3-(1H-Imidazol-4-yl)propyl 2-(phenoxy)ethyl ether). As a reaction SMILES: C1(C(C2C=CC=CC=2)(C2C=CC=CC=2)[N:8]2[CH:12]=[C:11]([CH2:13][CH2:14][CH2:15][O-:16])[N:10]=[CH:9]2)C=CC=CC=1.[Na+].[Cl-].[O:31]([CH2:38][CH3:39])[C:32]1[CH:37]=[CH:36][CH:35]=[CH:34][CH:33]=1>>[O:31]([CH2:38][CH2:39][O:16][CH2:15][CH2:14][CH2:13][C:11]1[N:10]=[CH:9][NH:8][CH:12]=1)[C:32]1[CH:37]=[CH:36][CH:35]=[CH:34][CH:33]=1 |f:0.1,2.3|. Reported procedure: 5 mmol of sodium 3-(1-triphenylmethyl-1H-imidazol-4-yl)propanolate and 5 mmol of 2-phenoxyethane chloride are treated as described in Example 5. The reactants are C(C)C=1C=C(C[C@H](C(=O)N2CCN(CC2)C2CCN(CC2)C)NC(=O)N2CCC(CC2)N2C(NC3=C(CC2)C=CC=C3)=O)C=CC1CC (4-(2-oxo-1,2,4,5-tetrahydro-1,3-benzodiazepin-3-yl)-piperidine-1-carboxylic acid-{(R)-1-(3,4-diethyl-benzyl)-2-[4-(1-methyl-piperidin-4-yl)-piperazin-1-yl]-2-oxo-ethyl}-amide), O.C1=C(C=CC2=CC=CC=C12)S(=O)(=O)O (naphthalene-2-sulphonic acid monohydrate). Solvent: C(C)(C)O (isopropanol). Conditions: temperature 5 celsius. Yields the product C(C)C=1C=C(C[C@H](C(=O)N2CCN(CC2)C2CCN(CC2)C)NC(=O)N2CCC(CC2)N2C(NC3=C(CC2)C=CC=C3)=O)C=CC1CC.C1=C(C=CC2=CC=CC=C12)S(=O)(=O)[O-] (4-(2-oxo-1,2,4,5-tetrahydro-1,3-benzodiazepin-3-yl)-piperidine-1-carboxylic acid-{(R)-1-(3,4-diethyl-benzyl)-2-[4-(1-methyl-piperidin-4-yl)-piperazin-1-yl]-2-oxo-ethyl}-amide naphthalene-2-sulphonate). As a reaction SMILES: [CH2:1]([C:3]1[CH:4]=[C:5]([CH:44]=[CH:45][C:46]=1[CH2:47][CH3:48])[CH2:6][C@@H:7]([NH:23][C:24]([N:26]1[CH2:31][CH2:30][CH:29]([N:32]2[CH2:38][CH2:37][C:36]3[CH:39]=[CH:40][CH:41]=[CH:42][C:35]=3[NH:34][C:33]2=[O:43])[CH2:28][CH2:27]1)=[O:25])[C:8]([N:10]1[CH2:15][CH2:14][N:13]([CH:16]2[CH2:21][CH2:20][N:19]([CH3:22])[CH2:18][CH2:17]2)[CH2:12][CH2:11]1)=[O:9])[CH3:2].O.[CH:50]1[C:59]2[C:54](=[CH:55][CH:56]=[CH:57][CH:58]=2)[CH:53]=[CH:52][C:51]=1[S:60]([OH:63])(=[O:62])=[O:61]>C(O)(C)C>[CH2:1]([C:3]1[CH:4]=[C:5]([CH:44]=[CH:45][C:46]=1[CH2:47][CH3:48])[CH2:6][C@@H:7]([NH:23][C:24]([N:26]1[CH2:31][CH2:30][CH:29]([N:32]2[CH2:38][CH2:37][C:36]3[CH:39]=[CH:40][CH:41]=[CH:42][C:35]=3[NH:34][C:33]2=[O:43])[CH2:28][CH2:27]1)=[O:25])[C:8]([N:10]1[CH2:11][CH2:12][N:13]([CH:16]2[CH2:17][CH2:18][N:19]([CH3:22])[CH2:20][CH2:21]2)[CH2:14][CH2:15]1)=[O:9])[CH3:2].[CH:50]1[C:59]2[C:54](=[CH:55][CH:56]=[CH:57][CH:58]=2)[CH:53]=[CH:52][C:51]=1[S:60]([O-:63])(=[O:62])=[O:61] |f:1.2,4.5|. Procedure: 0.25 g (0.38 mmol) 4-(2-oxo-1,2,4,5-tetrahydro-1,3-benzodiazepin-3-yl)-piperidine-1-carboxylic acid-{(R)-1-(3,4-diethyl-benzyl)-2-[4-(1-methyl-piperidin-4-yl)-piperazin-1-yl]-2-oxo-ethyl}-amide and 86.2 mg (0.38 mmol) naphthalene-2-sulphonic acid monohydrate are suspended in 5 ml isopropanol and refluxed. The solution is cooled to ambient temperature within 6 days in 5° C. stages and filtered. The isolated solid is washed with isopropanol and dried for 12 hours at 60° C. The reactants are BrC1=CC=C(C=C1)[C@H](C)N1C(O[C@](CC1)(C1=CC=CC=C1)CCCO)=O ((R)-3-((S)-1-(4-bromophenyl)ethyl)-6-(3-hydroxypropyl)-6-phenyl-1,3-oxazinan-2-one), N1=C(C=CC=C1)B(O)O (pyridine-2-boronic acid). The product is OCCC[C@@]1(CCN(C(O1)=O)[C@@H](C)C1=CC=C(C=C1)C1=NC=CC=C1)C1=CC=CC=C1 ((R)-6-(3-hydroxypropyl)-6-phenyl-3-((S)-1-(4-(pyridin-2-yl)phenyl)ethyl)-1,3-oxazinan-2-one). RXN SMILES: Br[C:2]1[CH:7]=[CH:6][C:5]([C@@H:8]([N:10]2[CH2:15][CH2:14][C@:13]([CH2:22][CH2:23][CH2:24][OH:25])([C:16]3[CH:21]=[CH:20][CH:19]=[CH:18][CH:17]=3)[O:12][C:11]2=[O:26])[CH3:9])=[CH:4][CH:3]=1.[N:27]1[CH:32]=[CH:31][CH:30]=[CH:29][C:28]=1B(O)O>>[OH:25][CH2:24][CH2:23][CH2:22][C@@:13]1([C:16]2[CH:21]=[CH:20][CH:19]=[CH:18][CH:17]=2)[O:12][C:11](=[O:26])[N:10]([C@H:8]([C:5]2[CH:6]=[CH:7][C:2]([C:28]3[CH:29]=[CH:30][CH:31]=[CH:32][N:27]=3)=[CH:3][CH:4]=2)[CH3:9])[CH2:15][CH2:14]1. Procedure details: The title compound was prepared from (R)-3-((S)-1-(4-bromophenyl)ethyl)-6-(3-hydroxypropyl)-6-phenyl-1,3-oxazinan-2-one and pyridine-2-boronic acid following procedures analogous to those described in Example 1 Step 2. LC-MS Method 2 tR=1.01 min, m/z=416.21; 1H NMR (CD3OD) 1.30 (m, 1H), 1.55 (d, 3H), 1.62 (m, 1H), 1.94 (m, 2H), 2.20 (m, 1H), 2.32 (m, 1H), 2.48 (m, 1H), 3.09 (m, 1H), 3.44 (m, 2H), 5.57 (m, 1H), 7.03 (d, 2H), 7.29-7.40 (m, 6H), 7.67 (d, 2H), 7.73 (d, 1H), 7.84 (t, 1H), 8.55 (d, 1H... The reactants are Br, OCC1CC1, Nc1nnc2c3c(c(Cl)nn12)CCC3, [H-], [Na+], CN(C)C=O, O. Product: Nc1nnc2c3c(c(OCC4CC4)nn12)CCC3. As a reaction SMILES: [BrH:8].[CH:1]1([CH2:4][OH:5])[CH2:2][CH2:3]1.[Cl:9][c:10]1[c:11]2[c:12]([c:13]3[n:14]([n:15]1)[c:16]([NH2:19])[n:17][n:18]3)[CH2:20][CH2:21][CH2:22]2.[H-:6].[Na+:7].[O:24]=[CH:25][N:26]([CH3:27])[CH3:28].[OH2:23]>>[CH:1]1([CH2:4][O:5][c:10]2[c:11]3[c:12]([c:13]4[n:14]([n:15]2)[c:16]([NH2:19])[n:17][n:18]4)[CH2:20][CH2:21][CH2:22]3)[CH2:2][CH2:3]1. Reactants: CC(C)(C)c1ccc(C=O)cc1, C1CCNCC1, Cl, O=C(O)CC(=O)O, c1ccncc1. Yields the product CC(C)(C)c1ccc(C=CC(=O)O)cc1. RXN SMILES: [C:8]([CH3:9])([CH3:10])([CH3:11])[c:12]1[cH:13][cH:14][c:15]([CH:16]=[O:17])[cH:18][cH:19]1.[CH2:20]1[CH2:21][CH2:22][NH:23][CH2:24][CH2:25]1.[ClH:26].[OH:1][C:2](=[O:3])[CH2:4][C:5](=[O:6])[OH:7].[cH:27]1[cH:28][cH:29][n:30][cH:31][cH:32]1>>[OH:1][C:2](=[O:3])[CH:4]=[CH:5][c:15]1[cH:14][cH:13][c:12]([C:8]([CH3:9])([CH3:10])[CH3:11])[cH:19][cH:18]1.